Dataset: the Open Reaction Database (ORD), a public repository of structured organic reaction records. Task: describe an organic reaction: reactants, conditions, products, and yield Starting materials: N(=NC(=O)OCC)C(=O)OCC (diethyl azodicarboxylate), CN1C[C@H]([C@H](CC1)O)C1=CC=CC=C1 (cis-1-methyl-3-phenyl-4-piperidinol), C1(=CC=CC=C1)P(C1=CC=CC=C1)C1=CC=CC=C1 (triphenylphosphine), FC1=C(C=CC=C1)O (2-fluorophenol), C(\C=C\C(=O)O)(=O)O (fumaric acid). Solvent: C1=CC=CC=C1 (benzene), C1=CC=CC=C1 (benzene), CCOCC (ether), C(C)O (ethanol), CCOCC (ether). Reaction conditions: time 18 hour. Product: FC1=C(O[C@H]2[C@@H](CN(CC2)C)C2=CC=CC=C2)C=CC=C1 (trans-4-(2-fluorophenoxy)-1-methyl-3-phenylpiperidine). Reaction SMILES: N(C(OCC)=O)=NC(OCC)=O.[CH3:13][N:14]1[CH2:19][CH2:18][C@H:17]([OH:20])[C@H:16]([C:21]2[CH:26]=[CH:25][CH:24]=[CH:23][CH:22]=2)[CH2:15]1.C1(P(C2C=CC=CC=2)C2C=CC=CC=2)C=CC=CC=1.[F:46][C:47]1[CH:52]=[CH:51][CH:50]=[CH:49][C:48]=1O.C(O)(=O)/C=C/C(O)=O>C1C=CC=CC=1.CCOCC.C(O)C>[F:46][C:47]1[CH:52]=[CH:51][CH:50]=[CH:49][C:48]=1[O:20][C@@H:17]1[CH2:18][CH2:19][N:14]([CH3:13])[CH2:15][C@H:16]1[C:21]1[CH:26]=[CH:25][CH:24]=[CH:23][CH:22]=1. Procedure: A solution of 4.79 g of diethyl azodicarboxylate in 125 ml of benzene is added dropwise under a nitrogen atmosphere at 5°-10° C. over a 90 minute period to a mixture of 4.78 g of cis-1-methyl-3-phenyl-4-piperidinol, 7.21 g of triphenylphosphine, 3.08 g of 2-fluorophenol and 125 ml of dry benzene. After the addition, the mixture is stirred for 18 hours at room temperature, then filtered, and the solid waste is washed well with hexane. The filtrate is concentrated in vacuo to an oil which is stirr...